This data is from the Open Reaction Database (ORD), a public repository of structured organic reaction records. The task is: describe an organic reaction: reactants, conditions, products, and yield Starting materials: Cl.Cl.N1C=NC=2CNCCC21 (4,5,6,7-tetrahydroimidazo[4,5-c]pyridine dihydrochloride), C1(=CC=CC=C1)C(CC(=O)O)C1=CC=CC=C1 (3,3-diphenylpropionic acid), C=1C=CC2=C(C1)N=NN2O (HOBt), C(CCl)Cl (EDC). Solvent: C(C)N(CC)CC (triethylamine), C(C)(=O)OCC (ethyl acetate), C(C)(=O)OCC (ethyl acetate). Conditions: time 20 minute. Product: C1(=CC=CC=C1)C(CC(=O)N1CC2=C(CC1)NC=N2)C2=CC=CC=C2 (5-(3,3-Diphenylpropanoyl)-4,5,6,7-tetrahydroimidazo[4,5-c]pyridine). Isolated yield 60.3%. RXN SMILES: [C:1]1([CH:7]([C:12]2[CH:17]=[CH:16][CH:15]=[CH:14][CH:13]=2)[CH2:8][C:9]([OH:11])=O)[CH:6]=[CH:5][CH:4]=[CH:3][CH:2]=1.C1C=CC2N(O)N=NC=2C=1.C(Cl)CCl.Cl.Cl.[NH:34]1[C:42]2[CH2:41][CH2:40][NH:39][CH2:38][C:37]=2[N:36]=[CH:35]1>C(OCC)(=O)C.C(N(CC)CC)C>[C:12]1([CH:7]([C:1]2[CH:2]=[CH:3][CH:4]=[CH:5][CH:6]=2)[CH2:8][C:9]([N:39]2[CH2:40][CH2:41][C:42]3[NH:34][CH:35]=[N:36][C:37]=3[CH2:38]2)=[O:11])[CH:17]=[CH:16][CH:15]=[CH:14][CH:13]=1 |f:3.4.5|. Reported procedure: To a suspension of 3,3-diphenylpropionic acid (14 mg, 0.06 mmol) and HOBt (9 mg, 0.07 mmol) in ethyl acetate (1.5 mL) a solution of EDC (12 mg, 0.06 mmol) in ethyl acetate (0.5 mL) was added. The resulting mixture was shaken for 20 min at room temperature and then 4,5,6,7-tetrahydroimidazo[4,5-c]pyridine dihydrochloride (12 mg, 0.06 mmol) and triethylamine (0.02 mL) were added. After shaking for 16 h the mixture was washed with brine (2×2 mL), and the organic phase was concentrated. 12 mg (60%) ... The reactants are C1(=CC=CC=C1)C1=NOC(CN1C)N1CC2=CC=CC=C2CC1 (3-phenyl-6-(1,2,3,4-tetrahydro-2-isoquinolyl)-methyl-5,6-dihydro-4H-1,2,4-oxadiazine), C(C)OC(=O)Cl (chlorocarbonic acid ethyl ester), C([O-])([O-])=O.[K+].[K+] (potassium carbonate). The product is C1(=CC=CC=C1)C1=NOC(C(N1C(=O)OCC)C)N1CC2=CC=CC=C2CC1 (3-phenyl-4-ethoxycarbonyl-6-(1,2,3,4-tetrahydro-2-isoquinolyl)-methyl-5,6-dihydro-1,2,4-oxadiazine). Solvent: CC(=O)C (acetone). Procedure: To 3.08 g. of 3-phenyl-6-(1,2,3,4-tetrahydro-2-isoquinolyl)-methyl-5,6-dihydro-4H-1,2,4-oxadiazine 50 ml. of absolute acetone, 1.0 ml. of chlorocarbonic acid ethyl ester and 1.0 g. of anhydrous potassium carbonate are added. The reaction mixture is refluxed for 6 hours. The insoluble substances are filtered off while hot and the solvent is evaporated. After recrystallization of the residue from cyclohexane 1.18 g. of 3-phenyl-4-ethoxycarbonyl-6-(1,2,3,4-tetrahydro-2-isoquinolyl)-methyl-5,6-dihyd... RXN SMILES: [C:1]1([C:7]2[N:12](C)[CH2:11][CH:10]([N:14]3[CH2:23][CH2:22][C:21]4[C:16](=[CH:17][CH:18]=[CH:19][CH:20]=4)[CH2:15]3)[O:9][N:8]=2)[CH:6]=[CH:5][CH:4]=[CH:3][CH:2]=1.[CH2:24]([O:26][C:27](Cl)=[O:28])[CH3:25].[C:30](=O)([O-])[O-].[K+].[K+]>CC(C)=O>[C:1]1([C:7]2[N:12]([C:27]([O:26][CH2:24][CH3:25])=[O:28])[CH:11]([CH3:30])[CH:10]([N:14]3[CH2:23][CH2:22][C:21]4[C:16](=[CH:17][CH:18]=[CH:19][CH:20]=4)[CH2:15]3)[O:9][N:8]=2)[CH:2]=[CH:3][CH:4]=[CH:5][CH:6]=1 |f:2.3.4|. Reported procedure: The process described in the first two paragraphs of Example 1 was repeated except that 11-(17β-acetoxy-3-hydroxyoestra-1,3,5(10),6-tetraen-7-yl)undecanoic acid and N-methyl-N-butylamine were used as starting materials. There was thus obtained as an oil N-n-butyl-N-methyl-11-(3,17β-dihydroxyoestra-1,3,5(10),6-tetraen-7-yl)undecanamide, the structure of which was confirmed by proton magnetic resonance and mass spectroscopy. Reaction SMILES: C([O:4][C@H:5]1[CH2:10][CH2:9][C@H:8]2[C@H:11]3[C@H:20]([CH2:21][CH2:22][C@:6]12[CH3:7])[C:19]1[CH:18]=[CH:17][C:16]([OH:23])=[CH:15][C:14]=1[CH:13]=[C:12]3[CH2:24][CH2:25][CH2:26][CH2:27][CH2:28][CH2:29][CH2:30][CH2:31][CH2:32][CH2:33][C:34]([OH:36])=O)(=O)C.[CH3:37][NH:38][CH2:39][CH2:40][CH2:41][CH3:42]>>[CH2:39]([N:38]([CH3:37])[C:34](=[O:36])[CH2:33][CH2:32][CH2:31][CH2:30][CH2:29][CH2:28][CH2:27][CH2:26][CH2:25][CH2:24][C:12]1[C@@H:11]2[C@@H:20]([C:19]3[CH:18]=[CH:17][C:16]([OH:23])=[CH:15][C:14]=3[CH:13]=1)[CH2:21][CH2:22][C@@:6]1([CH3:7])[C@H:8]2[CH2:9][CH2:10][C@@H:5]1[OH:4])[CH2:40][CH2:41][CH3:42]. The reactants are C(C)(=O)O[C@@H]1[C@]2(C)[C@@H](CC1)[C@@H]1C(=CC=3C=C(C=CC3[C@H]1CC2)O)CCCCCCCCCCC(=O)O (11-(17β-acetoxy-3-hydroxyoestra-1,3,5(10),6-tetraen-7-yl)undecanoic acid), CNCCCC (N-methyl-N-butylamine). Yields the product C(CCC)N(C(CCCCCCCCCCC=1[C@H]2[C@@H]3CC[C@@H]([C@@]3(C)CC[C@@H]2C=2C=CC(=CC2C1)O)O)=O)C (N-n-butyl-N-methyl-11-(3,17β-dihydroxyoestra-1,3,5(10),6-tetraen-7-yl)undecanamide). The reactants are O (Water), CI (Methyl iodide), O=C1NC(C2=C(N1C1=CC(=NC=C1)C(F)(F)F)CCC2=O)C2=C(C=C(C#N)C=C2)S(=O)(=O)C (4-(2,5-dioxo-1-(2-(trifluoromethyl)pyridin-4-yl)-2,3,4,5,6,7-hexahydro-1H-cyclopenta[d]-pyrimidin-4-yl)-3-(methylsulfonyl)benzonitrile), C([O-])([O-])=O.[Cs+].[Cs+] (cesium carbonate). The solvent is CN(C=O)C (N,N-dimethylformamide). The product is CN1C(N(C2=C(C1C1=C(C=C(C#N)C=C1)S(=O)(=O)C)C(CC2)=O)C2=CC(=NC=C2)C(F)(F)F)=O (4-(3-Methyl-2,5-dioxo-1-(2-(trifluoromethyl)pyridin-4-yl)-2,3,4,5,6,7-hexahydro-1H-cyclopenta[d]pyrimidin-4-yl)-3-(methylsulfonyl)benzonitrile). As a reaction SMILES: CI.[O:3]=[C:4]1[N:9]([C:10]2[CH:15]=[CH:14][N:13]=[C:12]([C:16]([F:19])([F:18])[F:17])[CH:11]=2)[C:8]2[CH2:20][CH2:21][C:22](=[O:23])[C:7]=2[CH:6]([C:24]2[CH:31]=[CH:30][C:27]([C:28]#[N:29])=[CH:26][C:25]=2[S:32]([CH3:35])(=[O:34])=[O:33])[NH:5]1.[C:36](=O)([O-])[O-].[Cs+].[Cs+].O>CN(C)C=O>[CH3:36][N:5]1[CH:6]([C:24]2[CH:31]=[CH:30][C:27]([C:28]#[N:29])=[CH:26][C:25]=2[S:32]([CH3:35])(=[O:33])=[O:34])[C:7]2[C:22](=[O:23])[CH2:21][CH2:20][C:8]=2[N:9]([C:10]2[CH:15]=[CH:14][N:13]=[C:12]([C:16]([F:17])([F:19])[F:18])[CH:11]=2)[C:4]1=[O:3] |f:2.3.4|. Procedure: Methyl iodide (2 M in tert-butyl methyl ether, 63 μL, 0.13 mmol) is added to a solution of 4-(2,5-dioxo-1-(2-(trifluoromethyl)pyridin-4-yl)-2,3,4,5,6,7-hexahydro-1H-cyclopenta[d]-pyrimidin-4-yl)-3-(methylsulfonyl)benzonitrile (example 15.6, 50 mg, 0.11 mmol) and cesium carbonate (68 mg, 0.21 mmol) in N,N-dimethylformamide (2.0 mL), and the mixture is stirred at room temperature over night. Water is added and the mixture is purified by reversed phase HPLC (Waters SunFire™-C18, gradient of acetoni...